This data is from the Open Reaction Database (ORD), a public repository of structured organic reaction records. The task is: describe an organic reaction: reactants, conditions, products, and yield The product is COC(C1=C(C=C2CCCN(C2=N1)C(=O)NC1=NC=C(C=C1)C(F)(F)F)CO)OC (7-(dimethoxymethyl)-6-(hydroxymethyl)-N-(5-(trifluoromethyl)pyridin-2-yl)-3,4-dihydro-1,8-naphthyridine-1(2H)-carboxamide). Starting materials: CN(C)C=O (DMF), [BH4-].[Na+] (NaBH4), BrC=1C=C2CCCN(C2=NC1C(OC)OC)C(=O)NC1=NC=C(C=C1)C(F)(F)F (6-bromo-7-(dimethoxymethyl)-N-(5-(trifluoromethyl)pyridin-2-yl)-3,4-dihydro-1,8-naphthyridine-1(2H)-carboxamide), BrC=1C=C2CCCN(C2=NC1C(OC)OC)C(=O)NC1=NC=C(C=C1)C(F)(F)F (6-bromo-7-(dimethoxymethyl)-N-(5-(trifluoromethyl)pyridin-2-yl)-3,4-dihydro-1,8-naphthyridine-1(2H)-carboxamide), [Li]CCCC (n-BuLi). Solvent: CO (MeOH), C(Cl)Cl (DCM), C1CCOC1 (THF). Run at time 2 minute. As a reaction SMILES: Br[C:2]1[CH:3]=[C:4]2[C:9](=[N:10][C:11]=1[CH:12]([O:15][CH3:16])[O:13][CH3:14])[N:8]([C:17]([NH:19][C:20]1[CH:25]=[CH:24][C:23]([C:26]([F:29])([F:28])[F:27])=[CH:22][N:21]=1)=[O:18])[CH2:7][CH2:6][CH2:5]2.[Li]CCCC.CN([CH:38]=[O:39])C.[BH4-].[Na+]>C1COCC1.CO.C(Cl)Cl>[CH3:14][O:13][CH:12]([O:15][CH3:16])[C:11]1[N:10]=[C:9]2[C:4]([CH2:5][CH2:6][CH2:7][N:8]2[C:17]([NH:19][C:20]2[CH:25]=[CH:24][C:23]([C:26]([F:29])([F:28])[F:27])=[CH:22][N:21]=2)=[O:18])=[CH:3][C:2]=1[CH2:38][OH:39] |f:3.4|. Procedure details: A solution of 6-bromo-7-(dimethoxymethyl)-N-(5-(trifluoromethyl)pyridin-2-yl)-3,4-dihydro-1,8-naphthyridine-1(2H)-carboxamide (intermediate 2D, 100 mg, 0.210 mmol) in THF (2 ml) at −78° C. under argon was treated drop wise with n-BuLi (1.5 M in hexane, 0.309 ml, 0.463 mmol). The resulting brown solution was stirred for 2 min and then DMF (0.1 ml, 1.29 mmol) was added. The resulting yellow solution was stirred at −78° C. for 15 min. The reaction mixture was quenched by addition of sat. aq. NH4Cl,... Starting materials: O=C1CCC2=CC(=CC=C12)C(=O)OCCCC (butyl 1-oxoindane-5-carboxylate), C(C)(C)(C)C1CCC(CC1)N (4-tert-butylcyclohexyl amine), [BH4-].[Na+] (Sodium borohydride). The reagents and catalysts are CC([O-])C.[Ti+4].CC([O-])C.CC([O-])C.CC([O-])C (titanium (IV) isopropoxide). Solvent: C(C)O (ethanol). Conditions: time 18 hour. Yields the product C(C)(C)(C)[C@@H]1CC[C@H](CC1)NC1CCC2=CC(=CC=C12)C(=O)OCCCC (butyl 1-[(trans-4-tert-butylcyclohexyl)amino]indane-5-carboxylate). As a reaction SMILES: O=[C:2]1[C:10]2[C:5](=[CH:6][C:7]([C:11]([O:13][CH2:14][CH2:15][CH2:16][CH3:17])=[O:12])=[CH:8][CH:9]=2)[CH2:4][CH2:3]1.[C:18]([CH:22]1[CH2:27][CH2:26][CH:25]([NH2:28])[CH2:24][CH2:23]1)([CH3:21])([CH3:20])[CH3:19].[BH4-].[Na+]>C(O)C.CC(C)[O-].[Ti+4].CC(C)[O-].CC(C)[O-].CC(C)[O-]>[C:18]([C@H:22]1[CH2:23][CH2:24][C@H:25]([NH:28][CH:2]2[C:10]3[C:5](=[CH:6][C:7]([C:11]([O:13][CH2:14][CH2:15][CH2:16][CH3:17])=[O:12])=[CH:8][CH:9]=3)[CH2:4][CH2:3]2)[CH2:26][CH2:27]1)([CH3:21])([CH3:19])[CH3:20] |f:2.3,5.6.7.8.9|. Reported procedure: A mixture of butyl 1-oxoindane-5-carboxylate (5.0 g, 21.5 mmol), titanium (IV) isopropoxide (7.04 mL, 23.7 mmol), 4-tert-butylcyclohexyl amine (6.68 g, 43.0 mmol) in absolute ethanol (60 mL) was stirred under nitrogen at room temperature for 18 h. Sodium borohydride (1.22 g, 32.2 mmol) was then added and the resulting mixture was stirred for an additional 24 h at room temperature. The reaction was quenched by pouring into aqueous ammonia (2N, 200 mL). The resulting inorganic precipitate was filt... The reactants are ClC=1C2=C(N=CN1)C(=C(N2)C)C(=O)OCC (ethyl 4-chloro-6-methyl-5H-pyrrolo[3,2-d]pyrimidine-7-carboxylate), C1(CC1)COC1=C(C=C(C=C1)C)B1OC(C(O1)(C)C)(C)C (2-(2-cyclopropylmethoxy-5-methyl-phenyl)-4,4,5,5-tetramethyl-[1,3,2]dioxaborolane). Product: C1(CC1)COC1=C(C=C(C=C1)C)C=1C2=C(N=CN1)C(=C(N2)C)C(=O)OCC (Ethyl 4-[2-(cyclopropylmethoxy)-5-methylphenyl]-6-methyl-5H-pyrrolo[3,2-d]pyrimidine-7-carboxylate). Reaction SMILES: Cl[C:2]1[C:3]2[NH:10][C:9]([CH3:11])=[C:8]([C:12]([O:14][CH2:15][CH3:16])=[O:13])[C:4]=2[N:5]=[CH:6][N:7]=1.[CH:17]1([CH2:20][O:21][C:22]2[CH:27]=[CH:26][C:25]([CH3:28])=[CH:24][C:23]=2B2OC(C)(C)C(C)(C)O2)[CH2:19][CH2:18]1>>[CH:17]1([CH2:20][O:21][C:22]2[CH:23]=[CH:24][C:25]([CH3:28])=[CH:26][C:27]=2[C:2]2[C:3]3[NH:10][C:9]([CH3:11])=[C:8]([C:12]([O:14][CH2:15][CH3:16])=[O:13])[C:4]=3[N:5]=[CH:6][N:7]=2)[CH2:18][CH2:19]1. Reported procedure: Starting from ethyl 4-chloro-6-methyl-5H-pyrrolo[3,2-d]pyrimidine-7-carboxylate (example A4) and 2-(2-cyclopropylmethoxy-5-methyl-phenyl)-4,4,5,5-tetramethyl-[1,3,2]dioxaborolane (example B.c8) the title compound is obtained as pale yellow solid. The reactants are C(C)(=O)C1=C(C(=O)OC)C(=CC=C1)ON1NC(=CC(=N1)OC)OC (methyl 2-acetyl-6-[(4,6-dimethoxytriazin-2-yl)oxy]benzoate), Cl.CON (methoxyamine hydrochloride), C(C)(=O)[O-].[K+] (potassium acetate), CO (methanol), resultant mixture. The solvent is O (water). The product is COC1=NN(NC(=C1)OC)OC1=C(C(=O)OC)C(=CC=C1)C(C)=NOC (methyl 2-[(4,6-dimethoxytriazin-2-y1)oxy]-6-[1-(N-methoxyimino)ethyl]benzoate). The yield is 48.0%. RXN SMILES: [C:1]([C:4]1[CH:13]=[CH:12][CH:11]=[C:10]([O:14][N:15]2[N:20]=[C:19]([O:21][CH3:22])[CH:18]=[C:17]([O:23][CH3:24])[NH:16]2)[C:5]=1[C:6]([O:8][CH3:9])=[O:7])(=O)[CH3:2].Cl.[CH3:26][O:27][NH2:28].C([O-])(=O)C.[K+].CO>O>[CH3:22][O:21][C:19]1[CH:18]=[C:17]([O:23][CH3:24])[NH:16][N:15]([O:14][C:10]2[CH:11]=[CH:12][CH:13]=[C:4]([C:1](=[N:28][O:27][CH3:26])[CH3:2])[C:5]=2[C:6]([O:8][CH3:9])=[O:7])[N:20]=1 |f:1.2,3.4|. Procedure details: 0.9 of methyl 2-acetyl-6-[(4,6-dimethoxytriazin-2-yl)oxy]benzoate, 0.68 g of methoxyamine hydrochloride and 0.80 g of potassium acetate were added to 30 ml of methanol, and the resultant mixture was stirred for one day and one night at room temperature. The resultant reaction liquor was poured into water, and was extracted with ethyl acetate. After washing the extracted product with water, the washed product was dried and concentrated to obtain an oily product. This was then purified by column c... Reactants: O=C([O-])O, COC(=O)c1sc(-c2cccc(NC3CCNCC3)c2)c(Br)c1OCC(=O)OC(C)(C)C, ClCCl, Cl, [Na+], O=S(=O)(Cl)Cc1ccccc1. The product is COC(=O)c1sc(-c2cccc(NC3CCN(S(=O)(=O)Cc4ccccc4)CC3)c2)c(Br)c1OCC(=O)OC(C)(C)C. As a reaction SMILES: [C:48](=[O:49])([OH:50])[O-:51].[CH3:2][O:3][C:4](=[O:5])[c:6]1[s:7][c:8](-[c:21]2[cH:22][c:23]([NH:27][CH:28]3[CH2:29][CH2:30][NH:31][CH2:32][CH2:33]3)[cH:24][cH:25][cH:26]2)[c:9]([Br:20])[c:10]1[O:11][CH2:12][C:13](=[O:14])[O:15][C:16]([CH3:17])([CH3:18])[CH3:19].[Cl:45][CH2:46][Cl:47].[ClH:1].[Na+:52].[c:34]1([CH2:40][S:41](=[O:42])(=[O:43])[Cl:44])[cH:35][cH:36][cH:37][cH:38][cH:39]1>>[CH3:2][O:3][C:4](=[O:5])[c:6]1[s:7][c:8](-[c:21]2[cH:22][c:23]([NH:27][CH:28]3[CH2:29][CH2:30][N:31]([S:41]([CH2:40][c:34]4[cH:35][cH:36][cH:37][cH:38][cH:39]4)(=[O:42])=[O:43])[CH2:32][CH2:33]3)[cH:24][cH:25][cH:26]2)[c:9]([Br:20])[c:10]1[O:11][CH2:12][C:13](=[O:14])[O:15][C:16]([CH3:17])([CH3:18])[CH3:19]. Reported procedure: The pyrazole acid, prepared as described in Procedure 8, was coupled with (R)—N-ethyl-N-methyl-1,2-propanediamine (prepared as shown in Procedure 2) using the method of Procedure 3. As a reaction SMILES: N1C=C[CH:3]=N1.[N:6]1([CH:11](C)[CH2:12][NH:13][C:14]([C:16]2[C:20]([Br:21])=[C:19]([NH:22][C:23](=[O:31])[C:24]3[CH:29]=[CH:28][CH:27]=[CH:26][C:25]=3[Cl:30])[NH:18][N:17]=2)=[O:15])[CH2:10][CH2:9]C[CH2:7]1>>[CH2:10]([N:6]([CH3:7])[CH2:11][C@H:12]([NH:13][C:14]([C:16]1[C:20]([Br:21])=[C:19]([NH:22][C:23](=[O:31])[C:24]2[CH:29]=[CH:28][CH:27]=[CH:26][C:25]=2[Cl:30])[NH:18][N:17]=1)=[O:15])[CH3:3])[CH3:9]. Product: C(C)N(C[C@@H](C)NC(=O)C1=NNC(=C1Br)NC(C1=C(C=CC=C1)Cl)=O)C ((R)-4-Bromo-5-(2-chloro-benzoylamino)-1H-pyrazole-3-carboxylic acid [2-(ethyl-methyl-amino)-1-methyl-ethyl]-amide). Starting materials: N1N=CC=C1 (pyrazole), N1(CCCC1)C(CNC(=O)C1=NNC(=C1Br)NC(C1=C(C=CC=C1)Cl)=O)C (4-Bromo-5-(2-chloro-benzoylamino)-1H-pyrazole-3-carboxylic acid (2-pyrrolidin-1-yl-prop-1-yl)-amide).